From a dataset of the Open Reaction Database (ORD), a public repository of structured organic reaction records. describe an organic reaction: reactants, conditions, products, and yield Starting materials: [O-][Cl+][O-], Cl, Ic1cnc(-c2ccccn2)[nH]1, [Na+], [Na+], [OH-]. Product: Clc1nc(-c2ccccn2)[nH]c1I. As a reaction SMILES: [Cl+:16]([O-:17])[O-:18].[ClH:15].[I:3][c:4]1[cH:5][n:6][c:7](-[c:9]2[n:10][cH:11][cH:12][cH:13][cH:14]2)[nH:8]1.[Na+:19].[Na+:2].[OH-:1]>>[I:3][c:4]1[c:5]([Cl:15])[n:6][c:7](-[c:9]2[n:10][cH:11][cH:12][cH:13][cH:14]2)[nH:8]1. Reactants: C(C)(C)(C)OC(=O)N1[C@@H](CC(C1)=NOC)C(=O)O ((2S,4EZ)-1-(tert-butoxycarbonyl)-4-(methoxyimino)-2-pyrrolidinecarboxylic acid), C1(=CC=C(C=C1)C(=O)Cl)C1=CC=CC=C1 ([1,1′-biphenyl]-4-carbonyl chloride), NCC(C)O ((2RS)-1-amino-2-propanol). The product is C1(=CC=C(C=C1)C(=O)N1[C@@H](CC(C1)=NOC)C(=O)NCC(C)O)C1=CC=CC=C1 ((2S,4EZ)-1-([1,1′-biphenyl]-4-ylcarbonyl)-N-[(2RS)-2-hydroxypropyl]-4-(methoxyimino)-2-pyrrolidinecarboxamide). RXN SMILES: C(O[C:6]([N:8]1[CH2:12][C:11](=[N:13][O:14][CH3:15])[CH2:10][C@H:9]1[C:16]([OH:18])=O)=[O:7])(C)(C)C.[C:19]1([C:28]2[CH:33]=[CH:32][CH:31]=[CH:30][CH:29]=2)[CH:24]=[CH:23][C:22](C(Cl)=O)=[CH:21][CH:20]=1.[NH2:34][CH2:35][CH:36]([OH:38])[CH3:37]>>[C:28]1([C:19]2[CH:20]=[CH:21][CH:22]=[CH:23][CH:24]=2)[CH:29]=[CH:30][C:31]([C:6]([N:8]2[CH2:12][C:11](=[N:13][O:14][CH3:15])[CH2:10][C@H:9]2[C:16]([NH:34][CH2:35][CH:36]([OH:38])[CH3:37])=[O:18])=[O:7])=[CH:32][CH:33]=1. Procedure details: Following the general method as outlined in Example 22, starting from (2S,4EZ)-1-(tert-butoxycarbonyl)-4-(methoxyimino)-2-pyrrolidinecarboxylic acid, [1,1′-biphenyl]-4-carbonyl chloride, and (2RS)-1-amino-2-propanol, the title compound was obtained in 82% purity by HPLC. MS(ESI+): m/z=396. Starting materials: ClC1=NC=CC=C1C(=O)NC=1C(=NC=CC1C)Cl (2-chloro-N-(2-chloro-4-methyl-3-pyridinyl)-3-pyridine carboxamide), [O-2].[Ca+2] (calcium oxide), C1(CC1)N (cyclopropylamine), diethylene. Reaction conditions: temperature 130 celsius, time 45 minute. Product: C1(CC1)N1C2=C(NC(C3=C1N=CC=C3)=O)C(=CC=N2)C (11-cyclopropyl-5,11-dihydro-4-methyl-6H-dipyrido[3,2-b:2',3'-e][1,4]diazepin-6-one). Isolated yield 83.4%. RXN SMILES: Cl[C:2]1[C:7]([C:8]([NH:10][C:11]2[C:12](Cl)=[N:13][CH:14]=[CH:15][C:16]=2[CH3:17])=[O:9])=[CH:6][CH:5]=[CH:4][N:3]=1.[O-2].[Ca+2].[CH:21]1([NH2:24])[CH2:23][CH2:22]1>>[CH:21]1([N:24]2[C:2]3[N:3]=[CH:4][CH:5]=[CH:6][C:7]=3[C:8](=[O:9])[NH:10][C:11]3[C:16]([CH3:17])=[CH:15][CH:14]=[N:13][C:12]2=3)[CH2:23][CH2:22]1 |f:1.2|. Reported procedure: 117.5 kg of 2-chloro-N-(2-chloro-4-methyl-3-pyridyl)-3-pyridine carboxamide (4), 23.3 kg of calcium oxide and 59.4 kg of cyclopropylamine (molar ratio: 1:1:2.5) are heated to between 135° and 145° C. in 235 l ofdiglyme (diethylene glycoldimethylether) in a 500 l VA autoclave over a period of 6 to 8 hours. The reaction mixture is then cooled to a temperature of 20° to 30° C. and filtered. The filter cake is washed with 58.8 l of diglyme. The filtrates are combined and initially 200 l of solvent i... Starting materials: [Cl-].ClC1=CC=C(C=C1)CC=C1C[N+]2(CCC1CC2)CC(CC(=O)OC(C)(C)C)O (3-[2-(4-chlorophenyl)ethylidene]-1-[3-((1,1-dimethylethoxy)carbonyl)-2-hydroxypropyl]-1-azoniabicyclo[2.2.2]octane chloride), FC(C(=O)O)(F)F (trifluoroacetic acid). Yields the product [OH-].C(=O)(O)CCC(O)[N+]12CC(C(CC1)CC2)=CCC2=CC=C(C=C2)Cl (1-[3-Carboxy-1-hydroxypropyl]-3-[2-(4-chlorophenyl)ethylidene]-1-azoniabicyclo[2.2.2]octane hydroxide). RXN SMILES: [Cl-].[Cl:2][C:3]1[CH:8]=[CH:7][C:6]([CH2:9][CH:10]=[C:11]2[CH:16]3[CH2:17][CH2:18][N+:13]([CH2:19][CH:20](O)[CH2:21][C:22]([O:24]C(C)(C)C)=[O:23])([CH2:14][CH2:15]3)[CH2:12]2)=[CH:5][CH:4]=1.FC(F)(F)C(O)=[O:33]>>[OH-:23].[C:22]([CH2:21][CH2:20][CH:19]([N+:13]12[CH2:18][CH2:17][CH:16]([CH2:15][CH2:14]1)[C:11](=[CH:10][CH2:9][C:6]1[CH:7]=[CH:8][C:3]([Cl:2])=[CH:4][CH:5]=1)[CH2:12]2)[OH:33])([OH:24])=[O:23] |f:0.1,3.4|. Reported procedure: Stir 4.42 g (0.01 mole) of 3-[2-(4-chlorophenyl)ethylidene]-1-[3-((1,1-dimethylethoxy)carbonyl)-2-hydroxypropyl]-1-azoniabicyclo[2.2.2]octane chloride in 25 ml of trifluoroacetic acid. Follow the progress of the reaction by thin-layer chromatography on silica gel. When the reaction is complete (ca. 3-5 hr) remove the solvent in vacuo. Dissolve the residue in methanol/water. Stir the aqueous methanol solution with sufficient anion exchange resin (Biorad AG-1-X8, hydroxide form) to bring the pH of... Product: BrC1=NC(=CC=C1)CC1=CC=C(C=C1)F (2-Bromo-6-(4-fluoro-benzyl)-pyridine). Procedure: Prepared according to the procedure described in Example 84, Step 2, using 2,6-dibromo-pyridine and 4-fluoro-benzylzinc bromide. As a reaction SMILES: Br[C:2]1[CH:7]=[CH:6][CH:5]=[C:4]([Br:8])[N:3]=1.[Br-].[F:10][C:11]1[CH:18]=[CH:17][C:14]([CH2:15][Zn+])=[CH:13][CH:12]=1>>[Br:8][C:4]1[CH:5]=[CH:6][CH:7]=[C:2]([CH2:15][C:14]2[CH:17]=[CH:18][C:11]([F:10])=[CH:12][CH:13]=2)[N:3]=1 |f:1.2|. The reactants are BrC1=NC(=CC=C1)Br (2,6-dibromo-pyridine), [Br-].FC1=CC=C(C[Zn+])C=C1 (4-fluoro-benzylzinc bromide). Starting materials: C1(=CC=CC=C1)C (Toluene), S(=O)(Cl)Cl (thionyl chloride), O=C1N(C(=CC=C1C(=O)O)C(F)(F)F)CC1=CC=CC=C1 (1,2-dihydro-2-oxo-1-phenylmethyl-6-(trifluoromethyl)pyri-dine-3-carboxylic acid). The solvent is CN(C)C=O (N,N′-dimethylformamide). Yields the product O=C1N(C(=CC=C1C(=O)Cl)C(F)(F)F)CC1=CC=CC=C1 (1,2-dihydro-2-oxo-1-phenylmethyl-6-(trifluoromethyl)pyridine-3-carbonyl chloride). As a reaction SMILES: C1(C)C=CC=CC=1.S(Cl)([Cl:10])=O.[O:12]=[C:13]1[C:18]([C:19](O)=[O:20])=[CH:17][CH:16]=[C:15]([C:22]([F:25])([F:24])[F:23])[N:14]1[CH2:26][C:27]1[CH:32]=[CH:31][CH:30]=[CH:29][CH:28]=1>CN(C=O)C>[O:12]=[C:13]1[C:18]([C:19]([Cl:10])=[O:20])=[CH:17][CH:16]=[C:15]([C:22]([F:25])([F:24])[F:23])[N:14]1[CH2:26][C:27]1[CH:32]=[CH:31][CH:30]=[CH:29][CH:28]=1. Reported procedure: Toluene (20 mL), thionyl chloride (1.3 g, 10.7 mmol) and a catalytic amount of N,N′-dimethylformamide were added to 1,2-dihydro-2-oxo-1-phenylmethyl-6-(trifluoromethyl)pyri-dine-3-carboxylic acid (2.0 g, 7.2 mmol), and the mixture was refluxed for 2 hours. The reaction mixture was concentrated under reduced pressure to obtain 1,2-dihydro-2-oxo-1-phenylmethyl-6-(trifluoromethyl)pyridine-3-carbonyl chloride. The obtained acid chloride was dissolved in acetonitrile (30 mL), and 1,3-cyclohexanedione... Reactants: BrC1=C2N=C(C(=NC2=CC=C1)C=O)NC(C)(C)C (5-bromo-3-(tert-butylamino)quinoxaline-2-carbaldehyde), [Na] (sodium), [Na] (sodium), [Na] (sodium), CO (MeOH), C(=O)(O)[O-].[Na+] (NaHCO3). Run in C1CCOC1 (THF). Conditions: temperature 25 celsius, time 10 minute. The product is BrC1=C2N=C(C(=NC2=CC=C1)CO)NC(C)(C)C ((5-bromo-3-(tert-butylamino)quinoxalin-2-yl)methanol). Isolated yield 100.0%. Reaction SMILES: [Br:1][C:2]1[CH:11]=[CH:10][CH:9]=[C:8]2[C:3]=1[N:4]=[C:5]([NH:14][C:15]([CH3:18])([CH3:17])[CH3:16])[C:6]([CH:12]=[O:13])=[N:7]2.[Na].CO.C([O-])(O)=O.[Na+]>C1COCC1>[Br:1][C:2]1[CH:11]=[CH:10][CH:9]=[C:8]2[C:3]=1[N:4]=[C:5]([NH:14][C:15]([CH3:18])([CH3:17])[CH3:16])[C:6]([CH2:12][OH:13])=[N:7]2 |f:3.4,^1:18|. Procedure details: A solution of 5-bromo-3-(tert-butylamino)quinoxaline-2-carbaldehyde (306a) (113 mg, 0.37 mmol) and sodium triacetoxyhydroborate (78 mg, 0.37 mmol) in THF (7.5 mL) was stirred at 25° C. for 10 min. MeOH (1.0 mL) was added, and the resulting mixture was stirred at 25° C. for 10 min. Additional sodium triacetoxyhydroborate (78 mg, 0.37 mmol) was added, and the resulting mixture was stirred at 25° C. for 10 min. Further sodium triacetoxyhydroborate (78 mg, 0.37 mmol) was added, and the resulting mix... Reactants: ClC1=C(C=CC(=C1)Cl)C1(C(N(C2=CC(=CC(=C12)C(F)(F)F)I)C[C@@H]1C[C@H](C1)N(CC)CC)=O)O[Si](CC)(CC)CC (3-(2,4-dichlorophenyl)-1-[trans-3-(diethylamino)-cyclobutylmethyl]-4-trifluoromethyl-3-triethylsilyloxy-6-iodo-1,3-dihydro-2H-indol-2-one), tetrakistriphenylphosphine palladium, O (water). Run in C1(=CC=CC=C1)C (toluene). Yields the product ClC1=C(C=CC(=C1)Cl)C1(C(N(C2=CC(=CC(=C12)C(F)(F)F)C=1OC=CC1)C[C@@H]1C[C@H](C1)N(CC)CC)=O)O[Si](CC)(CC)CC (3-(2,4-dichlorophenyl)-1-[trans-3-(diethylamino)-cyclobutylmethyl]-4-trifluoromethyl-3-triethylsilyloxy-6-(2-furyl)-1,3-dihydro-2H-indol-2-one). The yield is 63.0%. RXN SMILES: [Cl:1][C:2]1[CH:7]=[C:6]([Cl:8])[CH:5]=[CH:4][C:3]=1[C:9]1([O:34][Si:35]([CH2:40][CH3:41])([CH2:38][CH3:39])[CH2:36][CH3:37])[C:17]2[C:12](=[CH:13][C:14](I)=[CH:15][C:16]=2[C:18]([F:21])([F:20])[F:19])[N:11]([CH2:23][C@H:24]2[CH2:27][C@H:26]([N:28]([CH2:31][CH3:32])[CH2:29][CH3:30])[CH2:25]2)[C:10]1=[O:33].[OH2:42]>C1(C)C=CC=CC=1>[Cl:1][C:2]1[CH:7]=[C:6]([Cl:8])[CH:5]=[CH:4][C:3]=1[C:9]1([O:34][Si:35]([CH2:40][CH3:41])([CH2:38][CH3:39])[CH2:36][CH3:37])[C:17]2[C:12](=[CH:13][C:14]([C:4]3[O:42][CH:7]=[CH:2][CH:3]=3)=[CH:15][C:16]=2[C:18]([F:21])([F:20])[F:19])[N:11]([CH2:23][C@H:24]2[CH2:27][C@H:26]([N:28]([CH2:31][CH3:32])[CH2:29][CH3:30])[CH2:25]2)[C:10]1=[O:33]. Reported procedure: A solution of the compound of Example 14-1 (140 mg, 0.188 mmol), 2-tributyltinfuran (80 mg, 0.224 mmol) and tetrakistriphenylphosphine palladium (20 mg, 0.017 mmol) in toluene (5 mL) was stirred at 100° C. under nitrogen for 3 hours. To the reaction solution was added water, and the mixture was extracted with ethyl acetate, and then the organic layer was washed with saturated saline, dried over magnesium sulfate and filtered. The filtrate was concentrated in vacuo and the residue was purified by... Starting materials: [OH-].[Na+] (Sodium hydroxide), C(C(=O)N)(=O)NNC(=S)NCC1=CC=C(C=C1)OC (1-oxamoyl-4-(p-methoxybenzyl)-3-thiosemicarbazide), Cl (hydrochloric acid). Run in O (water). Yields the product C(N)(=O)C1=NN=C(N1CC1=CC=C(C=C1)OC)S (3-carbamoyl-4-(p-methoxybenzyl)-1,2,4-triazole-5-thiol). Yield: 94.6%. As a reaction SMILES: [OH-].[Na+].[C:3]([NH:8][NH:9][C:10]([NH:12][CH2:13][C:14]1[CH:19]=[CH:18][C:17]([O:20][CH3:21])=[CH:16][CH:15]=1)=[S:11])(=O)[C:4]([NH2:6])=[O:5].Cl>O>[C:4]([C:3]1[N:12]([CH2:13][C:14]2[CH:19]=[CH:18][C:17]([O:20][CH3:21])=[CH:16][CH:15]=2)[C:10]([SH:11])=[N:9][N:8]=1)(=[O:5])[NH2:6] |f:0.1|. Procedure details: Sodium hydroxide (0.4 g., 0.01 mole) and 1-oxamoyl-4-(p-methoxybenzyl)-3-thiosemicarbazide (2.82 g., 0.01 mole) were heated in water (20 ml.) on a steam bath for a period of two hours. The clear solution was then cooled and acidified with dilute hydrochloric acid. The resulting solid was filtered and subsequently dried in vacuo at 50° C. to afford 3-carbamoyl-4-(p-methoxybenzyl)-1,2,4-triazole-5-thiol (2.5 g., 94% yield), m.p. 210°-242° C. The analytical sample melted at 243°-245° C. after being... Starting materials: [K] (potassium), ClC=1C(N(C=CC1OCC1=C(C=C(C=C1)F)F)C1=C(C=C(C#N)C=C1O)F)=O (4-[3-chloro-4-[(2,4-difluorobenzyl)oxy]-2-oxopyridin-1(2H)-yl]-3-fluoro-5-hydroxybenzonitrile), IC (Iodomethane). Solvent: CN(C=O)C (dimethylformamide). Conditions: time 2 hour. The product is ClC=1C(N(C=CC1OCC1=C(C=C(C=C1)F)F)C1=C(C=C(C#N)C=C1OC)F)=O (4-[3-chloro-4-[(2,4-difluorobenzyl)oxy]-2-oxopyridin-1(2H)-yl]-3-fluoro-5-methoxybenzonitrile). As a reaction SMILES: [K].[Cl:2][C:3]1[C:4](=[O:29])[N:5]([C:19]2[C:26]([OH:27])=[CH:25][C:22]([C:23]#[N:24])=[CH:21][C:20]=2[F:28])[CH:6]=[CH:7][C:8]=1[O:9][CH2:10][C:11]1[CH:16]=[CH:15][C:14]([F:17])=[CH:13][C:12]=1[F:18].I[CH3:31]>CN(C)C=O>[Cl:2][C:3]1[C:4](=[O:29])[N:5]([C:19]2[C:26]([O:27][CH3:31])=[CH:25][C:22]([C:23]#[N:24])=[CH:21][C:20]=2[F:28])[CH:6]=[CH:7][C:8]=1[O:9][CH2:10][C:11]1[CH:16]=[CH:15][C:14]([F:17])=[CH:13][C:12]=1[F:18] |^1:0|. Reported procedure: The potassium salt of 4-[3-chloro-4-[(2,4-difluorobenzyl)oxy]-2-oxopyridin-1(2H)-yl]-3-fluoro-5-hydroxybenzonitrile (from Step 1) (273 mg, 0.614 mmol) was stirred in 5 ml anhydrous dimethylformamide under nitrogen. Iodomethane (93 mg, 0.66 mmol) was added, and stirring continued for 2 hr. The mixture was diluted to 50 ml with ice-cold water, and the white precipitate collected by filtration. The precipitate was washed thrice with water, sucked dry under a blanket of nitrogen, and dried further i...